Dataset: the Open Reaction Database (ORD), a public repository of structured organic reaction records. Task: describe an organic reaction: reactants, conditions, products, and yield Reactants: FC1=C(COCCCCBr)C=C(C=C1)Br (4-(2-fluoro-5-bromobenzyloxy)butyl bromide), N1CCOCC1 (morpholine). Solvent: C(Cl)Cl (methylene chloride), O1CCCC1 (tetrahydrofuran). Run at time 72 hour. Yields the product N1(CCOCC1)CCCCOCC1=C(C=CC(=C1)Br)F (1-(morpholin-4-yl)-4-(2-fluoro-5-bromobenzyloxy)butane). RXN SMILES: [F:1][C:2]1[CH:14]=[CH:13][C:12]([Br:15])=[CH:11][C:3]=1[CH2:4][O:5][CH2:6][CH2:7][CH2:8][CH2:9]Br.[NH:16]1[CH2:21][CH2:20][O:19][CH2:18][CH2:17]1>O1CCCC1.C(Cl)Cl>[N:16]1([CH2:9][CH2:8][CH2:7][CH2:6][O:5][CH2:4][C:3]2[CH:11]=[C:12]([Br:15])[CH:13]=[CH:14][C:2]=2[F:1])[CH2:21][CH2:20][O:19][CH2:18][CH2:17]1. Reported procedure: A solution of 4-(2-fluoro-5-bromobenzyloxy)butyl bromide (550 mg, 1.62 mmol) in tetrahydrofuran (8 ml) was treated with morpholine (1.4 ml, 16.2 mmol). The resulting reaction mixture was stirred for about 72 hours. The reaction mixture was then diluted with methylene chloride and washed with saturated sodium bicarbonate. The organic fraction was dried over sodium sulfate and the solvents were removed in vacuo. The desired title intermediate was further purified by radial chromatography.